describe an organic reaction: reactants, conditions, products, and yield From a dataset of the Open Reaction Database (ORD), a public repository of structured organic reaction records. Starting materials: O=O (O2), CC1(C(=CC(=C(C1)N)C)C1=CC=C(N)C(=C1)C)C (TMB), O=C[C@H](O)[C@@H](O)[C@H](O)[C@H](O)CO (glucose). Solvent: C(C)O (ethanol). Yields the product O=C([C@H](O)[C@@H](O)[C@H](O)[C@H](O)CO)O (gluconic acid), OO (H2O2). RXN SMILES: CC1(C)CC(N)=C(C)C=C1C1C=C(C)C(N)=CC=1.[O:19]=[CH:20][C@@H:21]([C@H:23]([C@@H:25]([C@@H:27]([CH2:29][OH:30])[OH:28])[OH:26])[OH:24])[OH:22].[O:31]=[O:32]>C(O)C>[O:19]=[C:20]([OH:31])[C@@H:21]([C@H:23]([C@@H:25]([C@@H:27]([CH2:29][OH:30])[OH:28])[OH:26])[OH:24])[OH:22].[OH:31][OH:32]. Reported procedure: The NPs were removed by washing the tube. Next, a second cycle of ML was performed to protect the GOx binding sites by magnetic NPs using a multi-peg magnet that induced the magnetic field at the GOx binding sites. Then, the covalent coupling of HRP to amino propyl silane was performed by injecting buffer solution (e.g. 0.05M HEPES buffer solution) containing 0.3 mg ml−1 HRP (RC. 1.11.1.7) in the presence of EDC (e.g. 0.01 M EDC with an incubation time of 2 h at room temperature). Consequently, ... Starting materials: CCOCC (ether), C(C)(=O)C=1C=C2CC(NC2=CC1)=O (5-acetyloxindole), [H-].[Na+] (sodium hydride), ClC1=NC=NC2=CC(=C(C=C12)OC)OCCCN1CCOCC1 (4-Chloro-6-methoxy-7-(3-morpholinopropoxy)quinazoline). Run in O (water), C(C)(=O)OCC (ethyl acetate), CN(C)C=O (DMF), CN(C)C=O (DMF). Run at time 30 minute. Yields the product Cl.C(C)(=O)C=1C=C2C(C(NC2=CC1)=O)C1=NC=NC2=CC(=C(C=C12)OC)OCCCN1CCOCC1 (4-(5-acetyloxindol-3-yl)-6-methoxy-7-(3-morpholinopropoxy)quinazoline hydrochloride). Yield: 50.6%. RXN SMILES: [C:1]([C:4]1[CH:5]=[C:6]2[C:10](=[CH:11][CH:12]=1)[NH:9][C:8](=[O:13])[CH2:7]2)(=[O:3])[CH3:2].[H-].[Na+].[Cl:16][C:17]1[C:26]2[C:21](=[CH:22][C:23]([O:29][CH2:30][CH2:31][CH2:32][N:33]3[CH2:38][CH2:37][O:36][CH2:35][CH2:34]3)=[C:24]([O:27][CH3:28])[CH:25]=2)[N:20]=[CH:19][N:18]=1.CCOCC>CN(C=O)C.O.C(OCC)(=O)C>[ClH:16].[C:1]([C:4]1[CH:5]=[C:6]2[C:10](=[CH:11][CH:12]=1)[NH:9][C:8](=[O:13])[CH:7]2[C:17]1[C:26]2[C:21](=[CH:22][C:23]([O:29][CH2:30][CH2:31][CH2:32][N:33]3[CH2:34][CH2:35][O:36][CH2:37][CH2:38]3)=[C:24]([O:27][CH3:28])[CH:25]=2)[N:20]=[CH:19][N:18]=1)(=[O:3])[CH3:2] |f:1.2,8.9|. Reported procedure: A solution of 5-acetyloxindole (272 mg, 1.56 mmol), (EP 0155828 A2), in DMF (1.5 ml) was added dropwise to a suspension of sodium hydride (62 mg, 1.56 mmol, prewashed with hexane) in DMF (3 ml) and, the mixture stirred for 30 minutes at ambient temperature. 4-Chloro-6-methoxy-7-(3-morpholinopropoxy)quinazoline (175 mg, 0.52 mmol), (prepared as described for the starting material in Example 5), was added and the mixture was heated at 50° C. for 1.5 hours. The mixture was poured into a mixture of ... The reactants are COC(=O)C=1C(C(=C(NC1C)C)C(=O)OCCCl)C1=CC(=CC=C1)[N+](=O)[O-] (2,6-dimethyl-4-(3'-nitrophenyl)-1,4-dihydropyridine-3,5-dicarboxylic acid 3-β-chloroethyl ester 5-methyl ester), C1(=CC=CC=C1)C (toluene). Product: CNCC1=CC=CC=C1 (N-methylbenzylamine). RXN SMILES: COC(C1C(C2C=CC=C([N+]([O-])=O)C=2)C(C(OCCCl)=O)=[C:8](C)[NH:9]C=1C)=O.[C:28]1([CH3:34])[CH:33]=[CH:32][CH:31]=[CH:30][CH:29]=1>>[CH3:8][NH:9][CH2:34][C:28]1[CH:33]=[CH:32][CH:31]=[CH:30][CH:29]=1. Procedure: In 6 ml. of toluene were dissolved 2.0 g. of 2,6-dimethyl-4-(3'-nitrophenyl)-1,4-dihydropyridine-3,5-dicarboxylic acid 3-β-chloroethyl ester 5-methyl ester and 1.3 g. of N-methylbenzylamine and the solution thus formed was refluxed for 5 hours under heating. After the reaction was over, the reaction mixture was mixed with 30 ml. of chloroform and 10 ml. of water and then the organic layer thus formed was separated and washed with 10 ml. of 10% hydrochloric acid and then with water. The organic s...